This data is from the Open Reaction Database (ORD), a public repository of structured organic reaction records. The task is: describe an organic reaction: reactants, conditions, products, and yield The reactants are product, ClC1=C(C=NC2=C(C=CC=C12)OC)C#N (4-chloro-8-methoxy-3-quinolinecarbonitrile), Cl.N1=CC=CC=C1 (pyridine hydrochloride), FC1=C(N)C(=CC(=C1)F)F (2,4,6-trifluoro-aniline). Run in C(C)OCCO (2-ethoxyethanol). Run at temperature 100 celsius. Product: COC=1C=CC=C2C(=C(C=NC12)C#N)NC1=C(C=C(C=C1F)F)F (8-Methoxy-4-(2,4,6-trifluoro-phenylamino)-quinoline-3-carbonitrile). RXN SMILES: Cl[C:2]1[C:11]2[C:6](=[C:7]([O:12][CH3:13])[CH:8]=[CH:9][CH:10]=2)[N:5]=[CH:4][C:3]=1[C:14]#[N:15].Cl.N1C=CC=CC=1.[F:23][C:24]1[CH:30]=[C:29]([F:31])[CH:28]=[C:27]([F:32])[C:25]=1[NH2:26]>C(OCCO)C>[CH3:13][O:12][C:7]1[CH:8]=[CH:9][CH:10]=[C:11]2[C:6]=1[N:5]=[CH:4][C:3]([C:14]#[N:15])=[C:2]2[NH:26][C:25]1[C:24]([F:23])=[CH:30][C:29]([F:31])=[CH:28][C:27]=1[F:32] |f:1.2|. Procedure: Using an analogous procedure to that described in Example 274. A reaction mixture of 200.0 mg (0.92 mmol) of 4-chloro-8-methoxy-3-quinolinecarbonitrile, 105.7 mg (0.92 mmol) of pyridine hydrochloride and 148.6 mg (1.0 mmol) of 2,4,6-trifluoro-aniline in 10 mL of 2-ethoxyethanol was heated at 100° C. for 2 hr. The work up gave 112.6 mg (37.4%) of the product as a yellow solid, m.p. 297° C. (dec.), mass spectrum (electrospray, m/e): M+H 330.0. Reactants: N=C(c1ccccc1)c1ccccc1, O=C([O-])[O-], O=S(=O)(Oc1cccc(C23CCCC(C2)N(Cc2ccccc2)CC3)c1)C(F)(F)F, C1CCOC1, Cl, [Cs+], [Cs+], CC(=O)[O-], CC(=O)[O-], [Pd+2], c1ccc(P(c2ccccc2)c2ccc3ccccc3c2-c2c(P(c3ccccc3)c3ccccc3)ccc3ccccc23)cc1. Yields the product Nc1cccc(C23CCCC(C2)N(Cc2ccccc2)CC3)c1. RXN SMILES: [C:31]([c:32]1[cH:33][cH:34][cH:35][cH:36][cH:37]1)([c:38]1[cH:39][cH:40][cH:41][cH:42][cH:43]1)=[NH:44].[C:45](=[O:46])([O-:47])[O-:48].[CH2:1]([c:2]1[cH:3][cH:4][cH:5][cH:6][cH:7]1)[N:8]1[CH:9]2[CH2:10][CH2:11][CH2:12][C:13]([c:17]3[cH:18][c:19]([O:23][S:24]([C:25]([F:26])([F:27])[F:28])(=[O:29])=[O:30])[cH:20][cH:21][cH:22]3)([CH2:14][CH2:15]1)[CH2:16]2.[CH2:98]1[O:99][CH2:100][CH2:101][CH2:102]1.[ClH:97].[Cs+:49].[Cs+:50].[O-:104][C:105]([CH3:106])=[O:107].[O-:108][C:109]([CH3:110])=[O:111].[Pd+2:103].[cH:51]1[cH:52][cH:53][c:54]([P:55]([c:56]2[cH:57][cH:58][c:59]3[c:60]([cH:61][cH:62][cH:63][cH:64]3)[c:65]2-[c:66]2[c:67]3[c:68]([cH:69][cH:70][cH:71][cH:72]3)[cH:73][cH:74][c:75]2[P:76]([c:77]2[cH:78][cH:79][cH:80][cH:81][cH:82]2)[c:83]2[cH:84][cH:85][cH:86][cH:87][cH:88]2)[c:89]2[cH:90][cH:91][cH:92][cH:93][cH:94]2)[cH:95][cH:96]1>>[CH2:1]([c:2]1[cH:3][cH:4][cH:5][cH:6][cH:7]1)[N:8]1[CH:9]2[CH2:10][CH2:11][CH2:12][C:13]([c:17]3[cH:18][c:19]([NH2:44])[cH:20][cH:21][cH:22]3)([CH2:14][CH2:15]1)[CH2:16]2.